This data is from the Open Reaction Database (ORD), a public repository of structured organic reaction records. The task is: describe an organic reaction: reactants, conditions, products, and yield Reactants: ClC1=NC2=CC=C(C=C2N=C1NN)Cl (2,6-dichloro-3-hydrazinoquinoxaline), C(C)(OCC)(OCC)OCC (triethyl orthoacetate). Reaction conditions: temperature 100 celsius, time 20 hour. Yields the product ClC=1C=2N(C3=CC(=CC=C3N1)Cl)C(=NN2)C (4,8-dichloro-1-methyl-[1,2,4]triazolo[4,3-a]quinoxaline). As a reaction SMILES: [Cl:1][C:2]1[C:11]([NH:12][NH2:13])=[N:10][C:9]2[C:4](=[CH:5][CH:6]=[C:7]([Cl:14])[CH:8]=2)[N:3]=1.[C:15](OCC)(OCC)(OCC)[CH3:16]>>[Cl:1][C:2]1[C:11]2[N:10]([C:15]([CH3:16])=[N:13][N:12]=2)[C:9]2[C:4]([N:3]=1)=[CH:5][CH:6]=[C:7]([Cl:14])[CH:8]=2. Procedure: A mixture consisting of 20 g. (0.087 mole) of 2,6-dichloro-3-hydrazinoquinoxaline and 160 ml. (0.87 mole) of triethyl orthoacetate was heated with mechanical stirring under a dry nitrogen atmosphere in a preheated oil bath at 100° C. for a period of 20 hours to give a yellow suspension. The resulting mixture was cooled to room temperature and filtered, and the recovered solid product was subsequently washed with ethanol and air-dried to constant weight to ultimately afford 10.2 g. (46%) of pure ... Reactants: CCc1ccccc1, ClCCl, CN(C)C=O, CCCCCCC, CC(C)[N-]C(C)C, Clc1nc(N2CCOCC2)c2ncsc2n1, Cl, [Li+], C1CCOC1, C1CCOC1. Yields the product O=Cc1nc2c(N3CCOCC3)nc(Cl)nc2s1. Reaction SMILES: [CH2:36]([c:37]1[cH:38][cH:39][cH:40][cH:41][cH:42]1)[CH3:43].[CH2:56]([Cl:57])[Cl:58].[CH3:25][N:26]([CH:27]=[O:28])[CH3:29].[CH3:49][CH2:50][CH2:51][CH2:52][CH2:53][CH2:54][CH3:55].[CH:17]([N-:18][CH:19]([CH3:20])[CH3:21])([CH3:22])[CH3:23].[Cl:1][c:2]1[n:3][c:4]([N:11]2[CH2:12][CH2:13][O:14][CH2:15][CH2:16]2)[c:5]2[c:6]([n:7]1)[s:8][cH:9][n:10]2.[ClH:30].[Li+:24].[O:31]1[CH2:32][CH2:33][CH2:34][CH2:35]1.[O:44]1[CH2:45][CH2:46][CH2:47][CH2:48]1>>[Cl:1][c:2]1[n:3][c:4]([N:11]2[CH2:12][CH2:13][O:14][CH2:15][CH2:16]2)[c:5]2[c:6]([n:7]1)[s:8][c:9]([CH:27]=[O:28])[n:10]2. The reactants are BrCCCC1=CC2=C(CC(O2)CCC2=CC=CC=C2)C=C1OCC1=CC=CC=C1 (6-(3-bromopropyl)-5-benzyloxy-2-(2-phenylethyl)-2,3-dihydrobenzofuran), Cl (hydrochloric acid), C1(=CC=CC=C1)O (phenol), [H-].[Na+] (sodium hydride). Solvent: CN(C=O)C (dimethylformamide), CN(C=O)C (dimethylformamide). Reaction conditions: time 30 minute. Yields the product C(C1=CC=CC=C1)OC=1C(=CC2=C(CC(O2)CCC2=CC=CC=C2)C1)CCCOC1=CC=CC=C1 (5-benzyloxy-2-(2-phenylethyl)-6-(3-phenoxypropyl)-2,3-dihydrobenzofuran). Yield: 82.0%. RXN SMILES: [C:1]1([OH:7])[CH:6]=[CH:5][CH:4]=[CH:3][CH:2]=1.[H-].[Na+].Br[CH2:11][CH2:12][CH2:13][C:14]1[C:30]([O:31][CH2:32][C:33]2[CH:38]=[CH:37][CH:36]=[CH:35][CH:34]=2)=[CH:29][C:17]2[CH2:18][CH:19]([CH2:21][CH2:22][C:23]3[CH:28]=[CH:27][CH:26]=[CH:25][CH:24]=3)[O:20][C:16]=2[CH:15]=1.Cl>CN(C)C=O>[CH2:32]([O:31][C:30]1[C:14]([CH2:13][CH2:12][CH2:11][O:7][C:1]2[CH:6]=[CH:5][CH:4]=[CH:3][CH:2]=2)=[CH:15][C:16]2[O:20][CH:19]([CH2:21][CH2:22][C:23]3[CH:28]=[CH:27][CH:26]=[CH:25][CH:24]=3)[CH2:18][C:17]=2[CH:29]=1)[C:33]1[CH:38]=[CH:37][CH:36]=[CH:35][CH:34]=1 |f:1.2|. Reported procedure: Dry phenol (14 gm, 152 mmoles) was added to 50% sodium hydride dispersion (7 gm; 145 mmoles) in dimethylformamide (200 mL) under nitrogen atmosphere. After stirring for 30 minutes, a solution of 6-(3-bromopropyl)-5-benzyloxy-2-(2-phenylethyl)-2,3-dihydrobenzofuran, E88, (8.7 gm; 16.9 mmoles) in dimethylformamide (25 mL). The mixture was stirred at room temperature for 3 hours, poured into excess 1N hydrochloric acid and extracted with diethylether. The ether layer was washed with 1N sodium hydro... Starting materials: C[S-].[Na+] (Sodium methanethiolate), CN(C=O)C (dimethylformamide), COC1=C(C(=O)C=2C(=NC=CC2C(F)(F)F)Cl)C(=CC(=C1OC)OC)C (3-(2,3,4-trimethoxy-6-methylbenzoyl)-2-chloro-4-trifluoromethylpyridine), O (water). Solvent: C(C)(=O)OCC (ethyl acetate). Conditions: time 1 hour. Yields the product COC1=C(C(=O)C=2C(=NC=CC2C(F)(F)F)SC)C(=CC(=C1OC)OC)C (3-(2,3,4-trimethoxy-6-methylbenzoyl)-2-methylthio-4-trifluoromethylpyridine). The yield is 58.3%. RXN SMILES: [CH3:1][S-:2].[Na+].CN(C)C=O.[CH3:9][O:10][C:11]1[C:29]([O:30][CH3:31])=[C:28]([O:32][CH3:33])[CH:27]=[C:26]([CH3:34])[C:12]=1[C:13]([C:15]1[C:16](Cl)=[N:17][CH:18]=[CH:19][C:20]=1[C:21]([F:24])([F:23])[F:22])=[O:14].O>C(OCC)(=O)C>[CH3:9][O:10][C:11]1[C:29]([O:30][CH3:31])=[C:28]([O:32][CH3:33])[CH:27]=[C:26]([CH3:34])[C:12]=1[C:13]([C:15]1[C:16]([S:2][CH3:1])=[N:17][CH:18]=[CH:19][C:20]=1[C:21]([F:24])([F:23])[F:22])=[O:14] |f:0.1|. Reported procedure: Sodium methanethiolate (0.32 g) was added to a dimethylformamide (15 ml) solution of 0.9 g of 3-(2,3,4-trimethoxy-6-methylbenzoyl)-2-chloro-4-trifluoromethylpyridine (compound No. 11) at room temperature, followed by stirring for 1 hour. The mixture was poured into water (50 ml), and extraction with ethyl acetate was carried out. The ethyl acetate phase was dried over sodium sulfate, the solvent was distilled off under reduced pressure, and the residue was purified by silica gel column chromatog... The reactants are BrCCCCCC(=O)NC1=C(C=CC=C1)[N+](=O)[O-] (6-bromo-N-(2-nitrophenyl)hexanamide), [N-]=[N+]=[N-].[Na+] (sodium azide), ice water. Solvent: CN(C)C=O (DMF). Run at time 8 hour. The product is N(=[N+]=[N-])CCCCCC(=O)NC1=C(C=CC=C1)[N+](=O)[O-] (6-azido-N-(2-nitrophenyl)hexanamide). Yield: 90.2%. Reaction SMILES: Br[CH2:2][CH2:3][CH2:4][CH2:5][CH2:6][C:7]([NH:9][C:10]1[CH:15]=[CH:14][CH:13]=[CH:12][C:11]=1[N+:16]([O-:18])=[O:17])=[O:8].[N-:19]=[N+:20]=[N-:21].[Na+]>CN(C=O)C>[N:19]([CH2:2][CH2:3][CH2:4][CH2:5][CH2:6][C:7]([NH:9][C:10]1[CH:15]=[CH:14][CH:13]=[CH:12][C:11]=1[N+:16]([O-:18])=[O:17])=[O:8])=[N+:20]=[N-:21] |f:1.2|. Reported procedure: A mixture of 2 (28.4 g, 90 mmol) and sodium azide (12 g, 184 mmol) in DMF (200 mL) was stirred overnight at room temperature. The reaction mixture was poured into ice-water (500 mL) and extracted with ethyl acetate (2×200 mL). The combined organic phase was washed with water (4×100 mL) and brine (50 mL). After removal of the solvent the crude product was passed through a silica gel pad (100 g) and washed with 1:2 mixture of hexane and diethyl ether. Concentration of the appropriate fractions gav... Starting materials: C(CCCCCCCCCCC)C1=C(C=CC=C1)S(=O)(=O)O (dodecylbenzenesulfonic acid), [Cl-].[Na+] (sodium chloride), C(C)(=O)OCC (ethyl acetate), P(=O)(Cl)(Cl)Cl (phosphorus oxychloride). Run in O (water), CN(C=O)C (dimethylformamide). Conditions: time 10 minute. The product is C(CCCCCCCCCCC)C1=C(C=CC=C1)S(=O)(=O)Cl (dodecylbenzenesulfonyl chloride). RXN SMILES: [CH2:1]([C:13]1[CH:18]=[CH:17][CH:16]=[CH:15][C:14]=1[S:19]([OH:22])(=O)=[O:20])[CH2:2][CH2:3][CH2:4][CH2:5][CH2:6][CH2:7][CH2:8][CH2:9][CH2:10][CH2:11][CH3:12].C(OCC)(=O)C.P(Cl)(Cl)([Cl:31])=O.[Cl-].[Na+]>O.CN(C)C=O>[CH2:1]([C:13]1[CH:18]=[CH:17][CH:16]=[CH:15][C:14]=1[S:19]([Cl:31])(=[O:22])=[O:20])[CH2:2][CH2:3][CH2:4][CH2:5][CH2:6][CH2:7][CH2:8][CH2:9][CH2:10][CH2:11][CH3:12] |f:3.4|. Procedure details: To a solution composed of 32.7 g (0.1 mol) of dodecylbenzenesulfonic acid, 80 ml of ethyl acetate, and 12 ml of dimethylformamide (DMF) was added dropwise 12.4 ml (0.15 mol) of phosphorus oxychloride with stirring over a period of 10 minutes and then while heating the mixture so as to maintain the temperature thereof at 40° C., the reaction was performed for 60 minutes. After the reaction was over, the reaction mixture was cooled to 5° to 10° C. and then a solution composed of 16 g of sodium chl... Starting materials: N([C@@H]([C@H](OC(C)(C)C)C)C(=O)O)C(=O)OCC1=CC=CC=C1 (Z-Thr(tBu)-OH), N1[C@H](C(=O)N)CCC1 (H-Pro-NH2), C1(CCCCC1)N=C=NC1CCCCC1 (dicyclohexylcarbodiimide). The solvent is C(C)#N (acetonitrile). Reaction conditions: temperature 0 celsius, time 1 hour. Yields the product N([C@@H]([C@H](OC(C)(C)C)C)C(=O)N1[C@H](C(=O)N)CCC1)C(=O)OCC1=CC=CC=C1 (Z-Thr(tBu)-Pro-NH2). As a reaction SMILES: [NH:1]([C:13]([O:15][CH2:16][C:17]1[CH:22]=[CH:21][CH:20]=[CH:19][CH:18]=1)=[O:14])[C@H:2]([C:10]([OH:12])=O)[C@@H:3]([CH3:9])[O:4][C:5]([CH3:8])([CH3:7])[CH3:6].[NH:23]1[CH2:30][CH2:29][CH2:28][C@H:24]1[C:25]([NH2:27])=[O:26].C1(N=C=NC2CCCCC2)CCCCC1>C(#N)C>[NH:1]([C:13]([O:15][CH2:16][C:17]1[CH:22]=[CH:21][CH:20]=[CH:19][CH:18]=1)=[O:14])[C@H:2]([C:10]([N:23]1[CH2:30][CH2:29][CH2:28][C@H:24]1[C:25]([NH2:27])=[O:26])=[O:12])[C@@H:3]([CH3:9])[O:4][C:5]([CH3:6])([CH3:7])[CH3:8]. Reported procedure: 5.27 g of Z-Thr(tBu)-OH and 1.56 g of H-Pro-NH2 are dissolved in 60 ml of acetonitrile, the solution is cooled to 0°C and 3.11 g of dicyclohexylcarbodiimide are added. After 1 hour at 0°C and 20 hours at room temperature the dicyclohexylurea is filtered off and the filtrate is evaporated and the residue taken up in ethyl acetate. The ethyl acetate solution is washed with dilute citric acid solution, soda solution and water, and is dried with sodium sulphate and evaporated. On thin layer chromato... Reactants: CC1(OCCO1)C1=CC=C(O1)CN1N=CC(=C1)N (1-[5-(2-methyl-[1,3]dioxolan-2-yl)-furan-2-ylmethyl]-1H-pyrazol-4-ylamine), ClC1=C(C=CC=C1)/C=C/C(=O)O ((E)-3-(2-chloro-phenyl)-acrylic acid). Product: C(C)(=O)C1=CC=C(O1)CN1N=CC(=C1)NC(\C=C\C1=C(C=CC=C1)Cl)=O ((E)-N-[1-(5-Acetyl-furan-2-ylmethyl)-1H-pyrazol-4-yl]-3-(2-chloro-phenyl)-acrylamide). As a reaction SMILES: [CH3:1][C:2]1([C:7]2[O:11][C:10]([CH2:12][N:13]3[CH:17]=[C:16]([NH2:18])[CH:15]=[N:14]3)=[CH:9][CH:8]=2)[O:6]CCO1.[Cl:19][C:20]1[CH:25]=[CH:24][CH:23]=[CH:22][C:21]=1/[CH:26]=[CH:27]/[C:28](O)=[O:29]>>[C:2]([C:7]1[O:11][C:10]([CH2:12][N:13]2[CH:17]=[C:16]([NH:18][C:28](=[O:29])/[CH:27]=[CH:26]/[C:21]3[CH:22]=[CH:23][CH:24]=[CH:25][C:20]=3[Cl:19])[CH:15]=[N:14]2)=[CH:9][CH:8]=1)(=[O:6])[CH3:1]. Reported procedure: Following general procedure B followed by either C or D, starting from 1-[5-(2-methyl-[1,3]dioxolan-2-yl)-furan-2-ylmethyl]-1H-pyrazol-4-ylamine and (E)-3-(2-chloro-phenyl)-acrylic acid. Reactants: [Cl-].O[NH3+] (hydroxylammonium chloride), C(O)([O-])=O.[Na+] (sodium hydrogen carbonate), CS(=O)C (dimethyl sulfoxide), FC=1C=C(C=CC1CC=1C(N(C=2N(C1CCC)N=CN2)[C@@H]2CC[C@H](CC2)OC2(CC2)C(C)(C)O)=O)C=2C(=CC=CC2)C#N (3′-fluoro-4′-{[4-(trans-4-{[1-(1-hydroxy-1-methylethyl)cyclopropyl]oxy}cyclohexyl)-5-oxo-7-propyl-4,5-dihydro[1,2,4]triazolo[1,5-a]pyrimidin-6-yl]methyl}biphenyl-2-carbonitrile). Run in O (water), C(C)(=O)OCC (Ethyl acetate). Run at temperature 40 celsius, time 30 minute. Product: FC=1C=C(C=CC1CC=1C(N(C=2N(C1CCC)N=CN2)[C@@H]2CC[C@H](CC2)OC2(CC2)C(C)(C)O)=O)C2=C(C=CC=C2)C2=NOC(N2)=O (6-{[3-fluoro-2′-(5-oxo-4,5-dihydro-1,2,4-oxadiazol-3-yl)biphenyl-4-yl]methyl}-4-(trans-4-{[1-(1-hydroxy-1-methylethyl)cyclopropyl]oxy}cyclohexyl)-7-propyl[1,2,4]triazolo[1,5-a]pyrimidin-5(4H)-one). Yield: 48.2%. Reaction SMILES: [Cl-].O[NH3+:3].[C:4](=[O:7])([O-])[OH:5].[Na+].CS(C)=O.[F:13][C:14]1[CH:15]=[C:16]([C:48]2[C:49]([C:54]#[N:55])=[CH:50][CH:51]=[CH:52][CH:53]=2)[CH:17]=[CH:18][C:19]=1[CH2:20][C:21]1[C:22](=[O:47])[N:23]([C@H:33]2[CH2:38][CH2:37][C@H:36]([O:39][C:40]3([C:43]([OH:46])([CH3:45])[CH3:44])[CH2:42][CH2:41]3)[CH2:35][CH2:34]2)[C:24]2[N:25]([N:30]=[CH:31][N:32]=2)[C:26]=1[CH2:27][CH2:28][CH3:29]>O.C(OCC)(=O)C>[F:13][C:14]1[CH:15]=[C:16]([C:48]2[CH:53]=[CH:52][CH:51]=[CH:50][C:49]=2[C:54]2[NH:3][C:4](=[O:7])[O:5][N:55]=2)[CH:17]=[CH:18][C:19]=1[CH2:20][C:21]1[C:22](=[O:47])[N:23]([C@H:33]2[CH2:34][CH2:35][C@H:36]([O:39][C:40]3([C:43]([OH:46])([CH3:45])[CH3:44])[CH2:41][CH2:42]3)[CH2:37][CH2:38]2)[C:24]2[N:25]([N:30]=[CH:31][N:32]=2)[C:26]=1[CH2:27][CH2:28][CH3:29] |f:0.1,2.3|. Reported procedure: A mixture of hydroxylammonium chloride (0.059 g), sodium hydrogen carbonate (0.094 g) and dimethyl sulfoxide (2 mL) was stirred at 40° C. for 30 min, 3′-fluoro-4′-{[4-(trans-4-{[1-(1-hydroxy-1-methylethyl)cyclopropyl]oxy}cyclohexyl)-5-oxo-7-propyl-4,5-dihydro[1,2,4]triazolo[1,5-a]pyrimidin-6-yl]methyl}biphenyl-2-carbonitrile (0.032 g) was added and the mixture was stirred at 90° C. for 24 hr and then at room temperature for 40 hr. Ethyl acetate and water were added to the reaction mixture, and t...